This data is from the Open Reaction Database (ORD), a public repository of structured organic reaction records. The task is: describe an organic reaction: reactants, conditions, products, and yield Yields the product FC1=C(C=CC(=C1)F)C1=CSC=C1 (3(2,4-difluorophenyl)thiophene). Yield: 97.0%. The reactants are FC=1C=C(C=C(C1F)F)C1=CSC=C1 (3(3,4,5-trifluorophenyl)thiophene), 1-bromo-substituted fluorobenzene, BrC1=C(C=C(C=C1)F)F (1-bromo-2,4-difluorobenzene), BrC1=CC(=C(C(=C1)F)F)F (1-bromo-3,4,5-trifluorobenzene). Conditions: temperature 80 celsius. Reported procedure: The same procedures set forth above in Example (1)(a) for synthesizing 3(3,4,5-trifluorophenyl)thiophene were followed, with the exception that 1-bromo-2,4-difluorobenzene was substituted for 1-bromo-3,4,5-trifluorobenzene as the 1-bromo-substituted fluorobenzene, and the coupling reaction mixture was heated to reflux in an oil bath for 10 hours with stirring at 80° C. (as opposed to being heated in an oil bath for 0.5 hour with periodically stirring). No further purification by recrystallizatio... As a reaction SMILES: F[C:2]1[CH:3]=[C:4]([C:10]2[CH:14]=[CH:13][S:12][CH:11]=2)[CH:5]=[C:6](F)[C:7]=1[F:8].BrC1C=CC([F:22])=CC=1F.BrC1C=C(F)C(F)=C(F)C=1>>[F:22][C:5]1[CH:6]=[C:7]([F:8])[CH:2]=[CH:3][C:4]=1[C:10]1[CH:14]=[CH:13][S:12][CH:11]=1.